From a dataset of the Open Reaction Database (ORD), a public repository of structured organic reaction records. describe an organic reaction: reactants, conditions, products, and yield Starting materials: [Cl-].[Cl-].C(C)[Al+2] (ethylaluminum dichloride), C(Cl)Cl (methylene chloride), C(CCC)C([C@H](C)OS(=O)(=O)C)(CCCC)O ((S)-3-butyl-2-methanesulfonyloxy-3-heptanol), resultant suspension. The reagents and catalysts are P(O)(O)(O)=O (phosphoric acid). Run in C(C)(=O)OCC (ethyl acetate). Run at temperature 0 celsius. Product: C[C@H](C(CCCC)=O)CCCC ((S)-6-methyl-5-decanone). Isolated yield 87.0%. As a reaction SMILES: [Cl-].[Cl-].[CH2:3]([Al+2])[CH3:4].[CH2:6](Cl)Cl.[CH2:9]([C:13]([OH:25])([CH2:21][CH2:22][CH2:23][CH3:24])[C@@H](OS(C)(=O)=O)C)[CH2:10][CH2:11]C>P(=O)(O)(O)O.C(OCC)(=O)C>[CH3:6][C@@H:9]([CH2:10][CH2:11][CH2:3][CH3:4])[C:13](=[O:25])[CH2:21][CH2:22][CH2:23][CH3:24] |f:0.1.2|. Reported procedure: After 0.95 ml (0.95 mmol) of ethylaluminum dichloride (hexane 1M solution) were added to a dried methylene chloride (3 ml) solution of 101.5 mg (0.38 mmol) of (S)-3-butyl-2-methanesulfonyloxy-3-heptanol (unrefined) at -78° C. under stirring, and stirred for two and a half hours at -78° C., the temperature was raised to 0° C. over an hour and a half. The reaction was stopped with three drops of phosphoric acid buffer solution (pH 7). The resultant suspension was diluted with ethyl acetate, dried ... The reactants are CC(=O)O (AcOH), C1(CCCCC1)C=1C=2C=CC(=CC2N2C1C1=C(CC(C2)NCCN(C)C)C=CC=C1)C(=O)O (13-cyclohexyl-6-{[2-(dimethylamino)ethyl]amino}-6,7-dihydro-5H-indolo[2,1-a][2]benzazepine-10-carboxylic Acid), C=O (HCHO), [BH3-]C#N.[Na+] (NaCNBH3). The solvent is C(Cl)Cl (DCM), CCOC(=O)C (EtOAc). Conditions: time 8 hour. The product is C1(CCCCC1)C=1C=2C=CC(=CC2N2C1C1=C(CC(C2)N(C)CCN(C)C)C=CC=C1)C(=O)OC (methyl 13-cyclohexyl-6-{[2-(dimethylamino)ethyl][(methyl) amino]}-6,7-dihydro-5H-indolo[2,1-a][2]benzazepine-10-carboxylate). RXN SMILES: [CH:1]1([C:7]2[C:8]3[CH:9]=[CH:10][C:11](C(O)=O)=[CH:12][C:13]=3[N:14]3[CH2:20][CH:19]([NH:21][CH2:22][CH2:23][N:24]([CH3:26])[CH3:25])[CH2:18][C:17]4[CH:27]=[CH:28][CH:29]=[CH:30][C:16]=4[C:15]=23)[CH2:6][CH2:5][CH2:4][CH2:3][CH2:2]1.C[C:35]([OH:37])=O.[CH2:38]=[O:39].[BH3-][C:41]#N.[Na+]>C(Cl)Cl.CCOC(C)=O>[CH:1]1([C:7]2[C:8]3[CH:9]=[CH:10][C:11]([C:38]([O:37][CH3:35])=[O:39])=[CH:12][C:13]=3[N:14]3[CH2:20][CH:19]([N:21]([CH2:22][CH2:23][N:24]([CH3:26])[CH3:25])[CH3:41])[CH2:18][C:17]4[CH:27]=[CH:28][CH:29]=[CH:30][C:16]=4[C:15]=23)[CH2:2][CH2:3][CH2:4][CH2:5][CH2:6]1 |f:3.4|. Reported procedure: Methyl 13-cyclohexyl-6-{[2-(dimethylamino)ethyl]-amino}-6,7-dihydro-5H-indolo[2,1-a][2]benzazepine-10-carboxylate (prepared as in Example 5, Step 4) was dissolved in DCM (0.07 M) and pH adjusted to 6 with AcOH; 37% aq HCHO and, after half an hour NaCNBH3 (3 eq), were added and the mixture was stirred at RT overnight. The reaction mixture was diluted with EtOAc and washed with 1N NaOH and brine, dried and evaporated affording methyl 13-cyclohexyl-6-{[2-(dimethylamino)ethyl][(methyl) amino]}-6,7-d... Reactants: CC1=CC=C(C=C1)C1(CCCC1)C(=O)O (1-(4-methylphenyl)cyclopentane carboxylic acid), BrN1C(CCC1=O)=O (N-bromosuccinimide), BrN1C(CCC1=O)=O (N-bromosuccinimide). The reagents and catalysts are C(C1=CC=CC=C1)(=O)OOC(C1=CC=CC=C1)=O (benzoyl peroxide). Product: BrCC1=CC=C(C=C1)C1(CCCC1)C(=O)O (1-(4-bromomethylphenyl)cyclopentane carboxylic acid). Isolated yield 133.4%. Reaction SMILES: [CH3:1][C:2]1[CH:7]=[CH:6][C:5]([C:8]2([C:13]([OH:15])=[O:14])[CH2:12][CH2:11][CH2:10][CH2:9]2)=[CH:4][CH:3]=1.[Br:16]N1C(=O)CCC1=O>C(OOC(=O)C1C=CC=CC=1)(=O)C1C=CC=CC=1>[Br:16][CH2:1][C:2]1[CH:3]=[CH:4][C:5]([C:8]2([C:13]([OH:15])=[O:14])[CH2:12][CH2:11][CH2:10][CH2:9]2)=[CH:6][CH:7]=1. Reported procedure: To a solution of 1-(4-methylphenyl)cyclopentane carboxylic acid tbutyl ester (2.00 g, 7.68 mmol) in CCL4 (80 mL) was added N-bromosuccinimide (1.37 g, 7.68 mmol) and benzoyl peroxide (0.050 g). This mixture was brought to reflux by heating, and maintained at reflux for 2 hours using a sun lamp (250 W). Additional N-bromosuccinimide (0.34 g, 1.9 mmol) was added, and after 20 minutes the solution was concentrated to 40 mL. The white precipitate was removed by filtration. The filtrate was concentra... The reactants are CO, Cl, Cl, [Na+], CS(=O)(=O)Nc1ccc(OCC2CO2)cc1, [OH-], O, NCCOc1ccc(-n2ccnc2)cc1. The product is Cl, CS(=O)(=O)Nc1ccc(OCC(O)CNCCOc2ccc(-n3ccnc3)cc2)cc1. Reaction SMILES: [CH3:36][OH:37].[ClH:1].[ClH:2].[Na+:19].[O:20]1[CH:21]([CH2:23][O:24][c:25]2[cH:26][cH:27][c:28]([NH:31][S:32](=[O:33])(=[O:34])[CH3:35])[cH:29][cH:30]2)[CH2:22]1.[OH-:18].[OH2:38].[n:3]1(-[c:8]2[cH:9][cH:10][c:11]([O:12][CH2:13][CH2:14][NH2:15])[cH:16][cH:17]2)[cH:4][n:5][cH:6][cH:7]1>>[ClH:1].[n:3]1(-[c:8]2[cH:9][cH:10][c:11]([O:12][CH2:13][CH2:14][NH:15][CH2:22][CH:21]([OH:20])[CH2:23][O:24][c:25]3[cH:26][cH:27][c:28]([NH:31][S:32](=[O:33])(=[O:34])[CH3:35])[cH:29][cH:30]3)[cH:16][cH:17]2)[cH:4][n:5][cH:6][cH:7]1. Reactants: Cc1c(Br)c(F)c(O)c(NC(=O)C(C)(C)COCc2ccccc2)c1C#N, CCOC(C)=O, [H][H], [Pd]. Reaction SMILES: [Br:1][c:2]1[c:3]([CH3:27])[c:4]([C:25]#[N:26])[c:5]([NH:10][C:11]([C:12]([CH2:13][O:14][CH2:15][c:16]2[cH:17][cH:18][cH:19][cH:20][cH:21]2)([CH3:22])[CH3:23])=[O:24])[c:6]([OH:9])[c:7]1[F:8].[CH3:30][CH2:31][O:32][C:33](=[O:34])[CH3:35].[H:28][H:29].[Pd:36]>>[Br:1][c:2]1[c:3]([CH3:27])[c:4]([C:25]#[N:26])[c:5]([NH:10][C:11]([C:12]([CH2:13][OH:14])([CH3:22])[CH3:23])=[O:24])[c:6]([OH:9])[c:7]1[F:8]. The product is Cc1c(Br)c(F)c(O)c(NC(=O)C(C)(C)CO)c1C#N. Reactants: C1(CCCC1)CNC(=O)C1=CC=C2C(=CN(C2=C1)CC1=C(C=C(C(=O)OC(C)(C)C)C=C1)OC)C=C(C)C(=O)OCC (t-butyl 4-[6-(N-cyclopentylmethylcarbamoyl)-3-(2-ethoxycarbonyl-1-propenyl) indol-1-ylmethyl]-3-methoxybenzoate), [H][H] (hydrogen). The reagents and catalysts are [Pd] (palladium on carbon). The solvent is CO (methanol). Yields the product C1(CCCC1)CNC(=O)C1=CC=C2C(=CN(C2=C1)CC1=C(C=C(C(=O)OC(C)(C)C)C=C1)OC)CC(C)C(=O)OCC (t-butyl 4-[6-(N-cyclopentylmethylcarbamoyl)-3-(2-ethoxycarbonylpropyl)indol-1-ylmethyl]-3-methoxybenzoate). Isolated yield 99.7%. Reaction SMILES: [CH:1]1([CH2:6][NH:7][C:8]([C:10]2[CH:18]=[C:17]3[C:13]([C:14]([CH:35]=[C:36]([C:38]([O:40][CH2:41][CH3:42])=[O:39])[CH3:37])=[CH:15][N:16]3[CH2:19][C:20]3[CH:32]=[CH:31][C:23]([C:24]([O:26][C:27]([CH3:30])([CH3:29])[CH3:28])=[O:25])=[CH:22][C:21]=3[O:33][CH3:34])=[CH:12][CH:11]=2)=[O:9])[CH2:5][CH2:4][CH2:3][CH2:2]1.[H][H]>CO.[Pd]>[CH:1]1([CH2:6][NH:7][C:8]([C:10]2[CH:18]=[C:17]3[C:13]([C:14]([CH2:35][CH:36]([C:38]([O:40][CH2:41][CH3:42])=[O:39])[CH3:37])=[CH:15][N:16]3[CH2:19][C:20]3[CH:32]=[CH:31][C:23]([C:24]([O:26][C:27]([CH3:28])([CH3:30])[CH3:29])=[O:25])=[CH:22][C:21]=3[O:33][CH3:34])=[CH:12][CH:11]=2)=[O:9])[CH2:2][CH2:3][CH2:4][CH2:5]1. Procedure: A solution of t-butyl 4-[6-(N-cyclopentylmethylcarbamoyl)-3-(2-ethoxycarbonyl-1-propenyl) indol-1-ylmethyl]-3-methoxybenzoate (3.3 g) in methanol (30 ml) was treated with 10% (w/w) palladium on carbon (0.8 g) and shaken under 3.45 bars of hydrogen for 18 hours. The catalyst was removed by filtration through diatomaceous earth, and the filtrate was evaporated to give t-butyl 4-[6-(N-cyclopentylmethylcarbamoyl)-3-(2-ethoxycarbonylpropyl)indol-1-ylmethyl]-3-methoxybenzoate (3.3 g, 100%) as a colorl... The reactants are ClC=1N=C(C2=C(N1)C=C(S2)CN2CCN(CC2)S(=O)(=O)C)N2CCOCC2 (2-Chloro-4-morpholino-6-((4-N-methylsulfonylpiperazin-1-yl)methyl)thieno[3,2-d]pyrimidine), FC1=NC=CC(=C1)B(O)O (2-fluoropyridine-4-boronic acid). Product: FC1=NC=CC(=C1)C=1N=C(C2=C(N1)C=C(S2)CN2CCN(CC2)S(=O)(=O)C)N2CCOCC2 (2-(2-fluoro-pyridin-4-yl)-6-(4-methanesulfonyl-piperazin-1-ylmethyl)-4-morpholin-4-yl-thieno[3,2-d]pyrimidine). RXN SMILES: Cl[C:2]1[N:3]=[C:4]([N:22]2[CH2:27][CH2:26][O:25][CH2:24][CH2:23]2)[C:5]2[S:10][C:9]([CH2:11][N:12]3[CH2:17][CH2:16][N:15]([S:18]([CH3:21])(=[O:20])=[O:19])[CH2:14][CH2:13]3)=[CH:8][C:6]=2[N:7]=1.[F:28][C:29]1[CH:34]=[C:33](B(O)O)[CH:32]=[CH:31][N:30]=1>>[F:28][C:29]1[CH:34]=[C:33]([C:2]2[N:3]=[C:4]([N:22]3[CH2:27][CH2:26][O:25][CH2:24][CH2:23]3)[C:5]3[S:10][C:9]([CH2:11][N:12]4[CH2:17][CH2:16][N:15]([S:18]([CH3:21])(=[O:20])=[O:19])[CH2:14][CH2:13]4)=[CH:8][C:6]=3[N:7]=2)[CH:32]=[CH:31][N:30]=1. Procedure details: 2-Chloro-4-morpholino-6-((4-N-methylsulfonylpiperazin-1-yl)methyl)thieno[3,2-d]pyrimidine was reacted with 2-fluoropyridine-4-boronic acid in General Procedure A. Purification on silica yielded 2-(2-fluoro-pyridin-4-yl)-6-(4-methanesulfonyl-piperazin-1-ylmethyl)-4-morpholin-4-yl-thieno[3,2-d]pyrimidine. Product: ClC=1C=C(CN2C(C=3C(=C4N(CCN(C4=O)C)C3C(=C2)N(S(=O)(=O)C)C(=O)OC(C)(C)C)OC)=O)C=CC1F (2-(3-Chloro-4-fluorobenzyl)-10-methoxy-4-(N-tert-butoxylcarbonyl-N-methanesulfonyl-amino)-8-methyl-7,8-dihydropyrido-[3′,4′:4,5]pyrrolo[1,2-a]pyrazine-1,9(2H,6H)-dione). RXN SMILES: [Cl:1][C:2]1[CH:3]=[C:4]([CH:32]=[CH:33][C:34]=1[F:35])[CH2:5][N:6]1[CH:20]=[C:19]([NH:21][C:22]([O:24][C:25]([CH3:28])([CH3:27])[CH3:26])=[O:23])[C:18]2[N:11]3[CH2:12][CH2:13][N:14]([CH3:17])[C:15](=[O:16])[C:10]3=[C:9]([O:29][CH3:30])[C:8]=2[C:7]1=[O:31].[H-].[Na+].[CH3:38][S:39](Cl)(=[O:41])=[O:40]>CN(C=O)C>[Cl:1][C:2]1[CH:3]=[C:4]([CH:32]=[CH:33][C:34]=1[F:35])[CH2:5][N:6]1[CH:20]=[C:19]([N:21]([C:22]([O:24][C:25]([CH3:28])([CH3:27])[CH3:26])=[O:23])[S:39]([CH3:38])(=[O:41])=[O:40])[C:18]2[N:11]3[CH2:12][CH2:13][N:14]([CH3:17])[C:15](=[O:16])[C:10]3=[C:9]([O:29][CH3:30])[C:8]=2[C:7]1=[O:31] |f:1.2|. Procedure details: A cold (0° C.) solution of 2-(3-chloro-4-fluorobenzyl)-10-methoxy-4-(N-tert-butoxylcarbonyl-amino)-8-methyl-7,8-dihydropyrido-[3′,4′:4,5]pyrrolo[1,2-a]pyrazine-1,9(2H,6H)-dione (0.74 g, 1.70 mmol) in anhydrous DMF (3 mL) was treated with sodium hydride (7 mg, 0.30 mmol). The resultant mixture was stirred at the same temperature for 30 minutes, and treated with methanesulfonyl chloride (34 mg, 0.30 mmol). After stirring at 0° for 1 hour, the product mixture was concentrated under vacuum. The resi... Reaction conditions: time 1 hour. Run in CN(C)C=O (DMF). The reactants are ClC=1C=C(CN2C(C=3C(=C4N(CCN(C4=O)C)C3C(=C2)NC(=O)OC(C)(C)C)OC)=O)C=CC1F (2-(3-chloro-4-fluorobenzyl)-10-methoxy-4-(N-tert-butoxylcarbonyl-amino)-8-methyl-7,8-dihydropyrido-[3′,4′:4,5]pyrrolo[1,2-a]pyrazine-1,9(2H,6H)-dione), [H-].[Na+] (sodium hydride), CS(=O)(=O)Cl (methanesulfonyl chloride), resultant mixture.